From a dataset of the Open Reaction Database (ORD), a public repository of structured organic reaction records. describe an organic reaction: reactants, conditions, products, and yield Reactants: CC(C)(C)OC(=O)NCc1ccc(CNC(Cc2ccccc2)C(=O)OC2CCCC2)cc1, Cl, C1COCCO1. The product is NCc1ccc(CNC(Cc2ccccc2)C(=O)OC2CCCC2)cc1. RXN SMILES: [CH:1]1([O:6][C:7]([CH:8]([CH2:9][c:10]2[cH:11][cH:12][cH:13][cH:14][cH:15]2)[NH:16][CH2:17][c:18]2[cH:19][cH:20][c:21]([CH2:24][NH:25][C:26]([O:27][C:28]([CH3:29])([CH3:30])[CH3:31])=[O:32])[cH:22][cH:23]2)=[O:33])[CH2:2][CH2:3][CH2:4][CH2:5]1.[ClH:34].[O:35]1[CH2:36][CH2:37][O:38][CH2:39][CH2:40]1>>[CH:1]1([O:6][C:7]([CH:8]([CH2:9][c:10]2[cH:11][cH:12][cH:13][cH:14][cH:15]2)[NH:16][CH2:17][c:18]2[cH:19][cH:20][c:21]([CH2:24][NH2:25])[cH:22][cH:23]2)=[O:33])[CH2:2][CH2:3][CH2:4][CH2:5]1.